Dataset: the Open Reaction Database (ORD), a public repository of structured organic reaction records. Task: describe an organic reaction: reactants, conditions, products, and yield Reactants: CC1=C(C(=O)NC2=NN=NN2)C(=CC=C1)[N+](=O)[O-] (2-methyl-6-nitro-N-(1H-tetrazol-5-yl)benzamide), [OH-].[Na+] (sodium hydroxide), [H][H] (hydrogen). The reagents and catalysts are [Pd] (Pd/C). The product is NC1=C(C(=O)NC2=NN=NN2)C(=CC=C1)C (2-amino-6-methyl-N-(1H-tetrazol-5-yl)benzamide). RXN SMILES: [CH3:1][C:2]1[CH:15]=[CH:14][CH:13]=[C:12]([N+:16]([O-])=O)[C:3]=1[C:4]([NH:6][C:7]1[NH:11][N:10]=[N:9][N:8]=1)=[O:5].[OH-].[Na+].[H][H]>[Pd]>[NH2:16][C:12]1[CH:13]=[CH:14][CH:15]=[C:2]([CH3:1])[C:3]=1[C:4]([NH:6][C:7]1[NH:11][N:10]=[N:9][N:8]=1)=[O:5] |f:1.2|. Procedure details: A solution was prepared from 7.5 g of 2-methyl-6-nitro-N-(1H-tetrazol-5-yl)benzamide in 100 ml of aqueous 1N sodium hydroxide. A 0.5-g quantity of 5% Pd/C was added and the mixture was hydrogenated in a Parr apparatus at 3.3 atmospheres until uptake of hydrogen stopped (75 minutes). The catalyst was removed by filtration and the filtrate was treated with 100 ml of aqueous 1N hydrochloric acid. The white solid which formed was separated by filtration and air dried to give 2-amino-6-methyl-N-(1H-t... Reactants: C(C1=CC=CC=C1)OC=1C=C2C(=CN(C2=CC1)C)C=O (5-benzyloxy-1-methyl-1H-indol-3-aldehyde), C(C)P(=O)(CC)C(C(=O)OCC)C(C)C (Ethyl 2-(diethylphosphoryl)-2-isopropylacetate), [H-].[Na+] (sodium hydride), [Cl-].[NH4+] (ammonium chloride). The solvent is O1CCCC1 (tetrahydrofuran), CN(C=O)C (N,N-dimethylformamide), O1CCCC1 (tetrahydrofuran), O (water). Conditions: time 20 minute. The product is OC=1C=C2C(=CN(C2=CC1)C)CC(C(=O)OCC)OC(C)C (Ethyl 3-(5-hydroxy-1-methyl-1H-indol-3-yl)-2-isopropoxypropionate). Isolated yield 173.8%. RXN SMILES: C(P([CH:7]([CH:13]([CH3:15])C)[C:8]([O:10][CH2:11][CH3:12])=[O:9])(CC)=O)C.[H-].[Na+].C([O:25][C:26]1[CH:27]=[C:28]2[C:32](=[CH:33][CH:34]=1)[N:31]([CH3:35])[CH:30]=C2C=O)C1C=CC=CC=1.[Cl-].[NH4+]>O1CCCC1.CN(C)C=O.O>[OH:25][C:26]1[CH:34]=[C:33]2[C:32](=[CH:28][CH:27]=1)[N:31]([CH3:35])[CH:30]=[C:15]2[CH2:13][CH:7]([O:25][CH:26]([CH3:27])[CH3:34])[C:8]([O:10][CH2:11][CH3:12])=[O:9] |f:1.2,4.5|. Reported procedure: 3.2 g of Ethyl 2-(diethylphosphoryl)-2-isopropylacetate was dissolved in 25 ml of tetrahydrofuran, and 0.44 g of 60% sodium hydride was added under ice-cooling, and stirring was continued for 20 minutes under ice-cooling. The reaction solution was treated with a solution of 2 g of 5-benzyloxy-1-methyl-1H-indol-3-aldehyde in 5 ml of tetrahydrofuran and 5 ml of N,N-dimethylformamide, and stirred at 50° C. for one hour and then at room temperature for 16 hours. The reaction solution was cooled with... The reactants are BrC1=CC=C(C=C1)[C@H](C)N1C(OC(CC1)(CCO)C1=CC=C(C=C1)F)=O (3-((S)-1-(4-bromophenyl)ethyl)-6-(4-fluorophenyl)-6-(2-hydroxyethyl)-1,3-oxazinan-2-one), FC1=CC=C(C=C1)B(O)O (4-fluorophenylboronic acid). Yields the product FC1=CC=C(C=C1)C1=CC=C(C=C1)[C@H](C)N1C(OC(CC1)(CCO)C1=CC=C(C=C1)F)=O (3-((S)-1-(4′-fluorobiphenyl-4-yl)ethyl)-6-(4-fluorophenyl)-6-(2-hydroxyethyl)-1,3-oxazinan-2-one). Reaction SMILES: Br[C:2]1[CH:7]=[CH:6][C:5]([C@@H:8]([N:10]2[CH2:15][CH2:14][C:13]([C:19]3[CH:24]=[CH:23][C:22]([F:25])=[CH:21][CH:20]=3)([CH2:16][CH2:17][OH:18])[O:12][C:11]2=[O:26])[CH3:9])=[CH:4][CH:3]=1.[F:27][C:28]1[CH:33]=[CH:32][C:31](B(O)O)=[CH:30][CH:29]=1>>[F:27][C:28]1[CH:33]=[CH:32][C:31]([C:2]2[CH:7]=[CH:6][C:5]([C@@H:8]([N:10]3[CH2:15][CH2:14][C:13]([C:19]4[CH:20]=[CH:21][C:22]([F:25])=[CH:23][CH:24]=4)([CH2:16][CH2:17][OH:18])[O:12][C:11]3=[O:26])[CH3:9])=[CH:4][CH:3]=2)=[CH:30][CH:29]=1. Procedure: The title compound was prepared from 3-((S)-1-(4-bromophenyl)ethyl)-6-(4-fluorophenyl)-6-(2-hydroxyethyl)-1,3-oxazinan-2-one by application of procedures analogous to those described in Example 75 Step 1 using 4-fluorophenylboronic acid. The isomers were separated by chromatography on silica gel. Starting materials: C(O)CN (ethanolamine), C(CCCCCCCCCCCCCCCCC)(=O)OC=C (vinyl stearate), C[O-].[Na+] (sodium methoxide). Yields the product C(CCCCCCCCCCCCCCCCC)(=O)NCCO (N-stearoylethanolamine). RXN SMILES: [CH2:1]([CH2:3][NH2:4])[OH:2].[C:5](OC=C)(=[O:23])[CH2:6][CH2:7][CH2:8][CH2:9][CH2:10][CH2:11][CH2:12][CH2:13][CH2:14][CH2:15][CH2:16][CH2:17][CH2:18][CH2:19][CH2:20][CH2:21][CH3:22].C[O-].[Na+]>>[C:5]([NH:4][CH2:3][CH2:1][OH:2])(=[O:23])[CH2:6][CH2:7][CH2:8][CH2:9][CH2:10][CH2:11][CH2:12][CH2:13][CH2:14][CH2:15][CH2:16][CH2:17][CH2:18][CH2:19][CH2:20][CH2:21][CH3:22] |f:2.3|. Procedure details: In an exemplary embodiment, 20 mmol ethanolamine was reacted with 1 mmol vinyl stearate at 80° C. for 1 hour in the presence of 1% sodium methoxide. N-stearoylethanolamine with 96% purity was obtained after the removal of excess ethanolamine without further purification. In another exemplary embodiment, 20 mmol ethanolamine was reacted with 1 mmol vinyl palmitate at 60° C. for 1.5 hours in the presence of 1% sodium methoxide. N-palmitoylethanolamine with 98% purity was obtained after the removal... Reactants: N1(C=NC=C1)C[C@H](C1=CC=CC=C1)OC1=C(C=2CCCC(C2C=C1)=O)CSC1=C(C(=O)O)C=CC=C1 (2-{[(2-{[(1S)-2-(1H-imidazol-1-yl)-1-phenylethyl]oxy}-5-oxo-5,6,7,8-tetrahydro-1-naphthalenyl)methyl]sulfanyl}benzoic acid), CN (methylamine). The product is N1(C=NC=C1)C[C@H](C1=CC=CC=C1)OC1=C(C=2CCCC(C2C=C1)=O)CSC1=C(C(=O)NC)C=CC=C1 (2-{[(2-{[(1S)-2-(1H-Imidazol-1-yl)-1-phenylethyl]oxy}-5-oxo-5,6,7,8-tetrahydro-1-naphthalenyl)methyl]sulfanyl}-N-methylbenzamide). Reaction SMILES: [N:1]1([CH2:6][C@@H:7]([O:14][C:15]2[CH:24]=[CH:23][C:22]3[C:21](=[O:25])[CH2:20][CH2:19][CH2:18][C:17]=3[C:16]=2[CH2:26][S:27][C:28]2[CH:36]=[CH:35][CH:34]=[CH:33][C:29]=2[C:30](O)=[O:31])[C:8]2[CH:13]=[CH:12][CH:11]=[CH:10][CH:9]=2)[CH:5]=[CH:4][N:3]=[CH:2]1.[CH3:37][NH2:38]>>[N:1]1([CH2:6][C@@H:7]([O:14][C:15]2[CH:24]=[CH:23][C:22]3[C:21](=[O:25])[CH2:20][CH2:19][CH2:18][C:17]=3[C:16]=2[CH2:26][S:27][C:28]2[CH:36]=[CH:35][CH:34]=[CH:33][C:29]=2[C:30]([NH:38][CH3:37])=[O:31])[C:8]2[CH:9]=[CH:10][CH:11]=[CH:12][CH:13]=2)[CH:5]=[CH:4][N:3]=[CH:2]1. Procedure: Using the method in Example 172, 2-{[(2-{[(1S)-2-(1H-imidazol-1-yl)-1-phenylethyl]oxy}-5-oxo-5,6,7,8-tetrahydro-1-naphthalenyl)methyl]sulfanyl}benzoic acid (50 mg, 0.10 mmol, 0.20M in DMF) and a saturated solution of methylamine (1.0 ml in DMF) were combined to give 26 mg of the desired compound: Low resolution mass spectrum (LC-MS, APCI) m/z 512 [M+H]+. The reactants are ClC1=CC(=C(C=C1)C=1N=C(SC1C)N(C(C)C1=CC=NC=C1)CCC)OC (4-(4-chloro-2-methoxyphenyl)-5-methyl-2-{N-propyl-N-[1-(4-pyridyl)ethyl]amino}thiazole), compound. Run in Br (hydrobromic acid). Product: ClC1=CC(=C(C=C1)C=1N=C(SC1C)N(C(C)C1=CC=NC=C1)CCC)O (4-(4-chloro-2-hydroxyphenyl)-5-methyl-2-{N-propyl-N-[1-(4-pyridyl)ethyl]amino}thiazole). Yield: 67.0%. As a reaction SMILES: [Cl:1][C:2]1[CH:7]=[CH:6][C:5]([C:8]2[N:9]=[C:10]([N:14]([CH2:23][CH2:24][CH3:25])[CH:15]([C:17]3[CH:22]=[CH:21][N:20]=[CH:19][CH:18]=3)[CH3:16])[S:11][C:12]=2[CH3:13])=[C:4]([O:26]C)[CH:3]=1>Br>[Cl:1][C:2]1[CH:7]=[CH:6][C:5]([C:8]2[N:9]=[C:10]([N:14]([CH2:23][CH2:24][CH3:25])[CH:15]([C:17]3[CH:18]=[CH:19][N:20]=[CH:21][CH:22]=3)[CH3:16])[S:11][C:12]=2[CH3:13])=[C:4]([OH:26])[CH:3]=1. Procedure details: Bring to reflux for 24 hours 700 mg of 4-(4-chloro-2-methoxyphenyl)-5-methyl-2-{N-propyl-N-[1-(4-pyridyl)ethyl]amino}thiazole, the compound of Example 22, dissolved in 30 ml of concentrated hydrobromic acid. Evaporate to dryness and take up the residue in Water saturated with potassium carbonate. Extract with methylene chloride and then evaporate off the organic solvent. Purify the residue by chromatography on a silica column, using a mixture of ethyl acetate and methanol (9:1 V/V) as eluent, to... Starting materials: O=C=O, C1CCOC1, [Li]CCCC, COc1ccc(CN(c2ccccc2)c2cc(Cl)nn3ccnc23)cc1. Product: COc1ccc(CN(c2ccccc2)c2cc(Cl)nn3c(C(=O)O)cnc23)cc1. Reaction SMILES: [C:32](=[O:33])=[O:34].[CH2:35]1[O:36][CH2:37][CH2:38][CH2:39]1.[CH3:27][CH2:28][CH2:29][CH2:30][Li:31].[Cl:1][c:2]1[cH:3][c:4]([N:11]([c:12]2[cH:13][cH:14][cH:15][cH:16][cH:17]2)[CH2:18][c:19]2[cH:20][cH:21][c:22]([O:25][CH3:26])[cH:23][cH:24]2)[c:5]2[n:6]([n:7]1)[cH:8][cH:9][n:10]2>>[Cl:1][c:2]1[cH:3][c:4]([N:11]([c:12]2[cH:13][cH:14][cH:15][cH:16][cH:17]2)[CH2:18][c:19]2[cH:20][cH:21][c:22]([O:25][CH3:26])[cH:23][cH:24]2)[c:5]2[n:6]([n:7]1)[c:8]([C:32](=[O:33])[OH:34])[cH:9][n:10]2.